Dataset: the Open Reaction Database (ORD), a public repository of structured organic reaction records. Task: describe an organic reaction: reactants, conditions, products, and yield Starting materials: C(C1=CC=CC=C1)Br (benzylbromide), C(=O)(OC)CC=1C=C2C=CC(OC2=CC1)=O (6-carbomethoxymethylcoumarin), [OH-].[Na+] (NaOH). Solvent: C(C)O (ethanol), O (H2O). Conditions: time 12 hour. The product is C(=O)(O)\C=C/C=1C=C(C=CC1OCC1=CC=CC=C1)CC(=O)O (cis-3-carboxyvinyl-4-benzyloxyphenylacetic acid). RXN SMILES: [C:1]([CH2:5][C:6]1[CH:7]=[C:8]2[C:13](=[CH:14][CH:15]=1)[O:12][C:11](=[O:16])[CH:10]=[CH:9]2)([O:3]C)=[O:2].[OH-:17].[Na+].[CH2:19](Br)[C:20]1[CH:25]=[CH:24][CH:23]=[CH:22][CH:21]=1>C(O)C.O>[C:11](/[CH:10]=[CH:9]\[C:8]1[CH:7]=[C:6]([CH2:5][C:1]([OH:3])=[O:2])[CH:15]=[CH:14][C:13]=1[O:12][CH2:19][C:20]1[CH:25]=[CH:24][CH:23]=[CH:22][CH:21]=1)([OH:16])=[O:17] |f:1.2|. Reported procedure: To a solution of 2.63 g (12.06 mmoles) of 6-carbomethoxymethylcoumarin in 50 ml of ethanol is added 2.41 g (60.30 mmoles) of NaOH in 3 ml of H2O. The reaction mixture is heated to reflux for 8 hours after which time 40 ml (3.36 moles) of benzylbromide is added. The reaction mixture is stirred at room temperature for 12 hours after which time the reaction mixture is concentrated in vacuo. The crude product is taken up in H2O, washed with ethylacetate (2 times) and acidified to pH 3-4 with concent... Reactants: C1(CCCCC1)Cl (cyclohexyl chloride), [Cl-].[Al+3].[Cl-].[Cl-] (aluminum chloride), ice water. Solvent: C1=CC=CC=C1 (benzene). Conditions: temperature 3 celsius. Product: C1(CCCCC1)C=1C(=C(C=CC1)C1CCCCC1)C1CCCCC1 (tricyclohexylbenzene). The yield is 50.7%. Reaction SMILES: [Cl-].[Al+3].[Cl-].[Cl-].[CH:5]1(Cl)[CH2:10][CH2:9][CH2:8][CH2:7][CH2:6]1>C1C=CC=CC=1>[CH:5]1([C:5]2[C:6]([CH:5]3[CH2:10][CH2:9][CH2:8][CH2:7][CH2:6]3)=[C:7]([CH:5]3[CH2:10][CH2:9][CH2:8][CH2:7][CH2:6]3)[CH:8]=[CH:9][CH:10]=2)[CH2:10][CH2:9][CH2:8][CH2:7][CH2:6]1 |f:0.1.2.3|. Procedure details: First, 6.83 g of aluminum chloride was added to 20.0 g of benzene, and agitated while cooling at 3° C. Then, 40.4 g of cyclohexyl chloride was slowly dropped thereinto. After the completion of the dropping, the mixture was agitated at room temperature for five hours and poured into ice water. The organic phase was extracted with ethyl acetate, and the obtained organic phase was subjected to vacuum distillation at 40° C. Further, vacuum distillation was performed at 170° C., and the product was c... The reactants are CO, N#CCOc1ccc2c(c1[N+](=O)[O-])S(=O)(=O)N=C(c1c(O)c3ccccc3n(NCC3CC3)c1=O)N2, [Cl-], [Fe], [NH4+], C1CCOC1, O. Yields the product N#CCOc1ccc2c(c1N)S(=O)(=O)N=C(c1c(O)c3ccccc3n(NCC3CC3)c1=O)N2. As a reaction SMILES: [CH3:45][OH:46].[CH:1]1([CH2:4][NH:5][n:6]2[c:7](=[O:36])[c:8]([C:17]3=[N:18][S:19](=[O:34])(=[O:35])[c:20]4[c:21]([cH:23][cH:24][c:25]([O:30][CH2:31][C:32]#[N:33])[c:26]4[N+:27]([O-:28])=[O:29])[NH:22]3)[c:9]([OH:16])[c:10]3[cH:11][cH:12][cH:13][cH:14][c:15]23)[CH2:2][CH2:3]1.[Cl-:37].[Fe:47].[NH4+:38].[O:40]1[CH2:41][CH2:42][CH2:43][CH2:44]1.[OH2:39]>>[CH:1]1([CH2:4][NH:5][n:6]2[c:7](=[O:36])[c:8]([C:17]3=[N:18][S:19](=[O:34])(=[O:35])[c:20]4[c:21]([cH:23][cH:24][c:25]([O:30][CH2:31][C:32]#[N:33])[c:26]4[NH2:27])[NH:22]3)[c:9]([OH:16])[c:10]3[cH:11][cH:12][cH:13][cH:14][c:15]23)[CH2:2][CH2:3]1. Starting materials: CCC(=O)OCC(OC(=O)CC)C1OC(OC(=O)CC)C(OC(=O)CC)C1OC(=O)CC, ClCCl, Oc1ccccc1. Yields the product CCC(=O)OCC(OC(=O)CC)C1OC(Oc2ccccc2)C(OC(=O)CC)C1OC(=O)CC. RXN SMILES: [C:1]([O:2][CH:6]1[CH:7]([O:8][C:9]([CH2:10][CH3:11])=[O:12])[CH:13]([O:14][C:15]([CH2:16][CH3:17])=[O:18])[CH:19]([CH:21]([O:22][C:23]([CH2:24][CH3:25])=[O:26])[CH2:27][O:28][C:29]([CH2:30][CH3:31])=[O:32])[O:20]1)(=[O:3])[CH2:4][CH3:5].[Cl:40][CH2:41][Cl:42].[OH:33][c:34]1[cH:35][cH:36][cH:37][cH:38][cH:39]1>>[CH:6]1([O:33][c:34]2[cH:35][cH:36][cH:37][cH:38][cH:39]2)[CH:7]([O:8][C:9]([CH2:10][CH3:11])=[O:12])[CH:13]([O:14][C:15]([CH2:16][CH3:17])=[O:18])[CH:19]([CH:21]([O:22][C:23]([CH2:24][CH3:25])=[O:26])[CH2:27][O:28][C:29]([CH2:30][CH3:31])=[O:32])[O:20]1. Reactants: C(CCO)O (1,3-propanediol), I (hydriodic acid), RhCl3, C1(CCCO1)=O (gamma-butyrolactone), [C]=O (carbon monoxide), gamma-butyrolactones, OCCCI (3-hydroxypropyliodide), OCCCI (3-hydroxypropyliodide), [C]=O (carbon monoxide), C(CC)(O)O (propanediol), C(CC)(O)O (propanediol). The solvent is O (water). Reaction conditions: temperature 175 celsius, time 6 hour. Product: C(CCCC(=O)O)(=O)O (glutaric acid). RXN SMILES: C(O)CCO.I.[C]=O.[CH:9]([OH:13])([OH:12])[CH2:10][CH3:11].OCCCI.[C:19]1(=[O:24])[O:23]CC[CH2:20]1>O>[C:19]([OH:24])(=[O:23])[CH2:20][CH2:11][CH2:10][C:9]([OH:13])=[O:12] |^3:6|. Procedure: A solution containing 2 mls 1,3-propanediol, 15 mls water, 3 mls of 57% hydriodic acid and 0.1 g RhCl3.XH2O were placed in an autoclave, pressurized with 1200 psi of carbon monoxide, and heated with shaking at 175° C. for 6 hours. Analysis indicated the presence of 7.8 millimoles of gamma-butyrolactones (28.2% conversion based on the propanediol introduced). Unreacted propanediol and 3-hydroxypropyliodide were also present. The solution was returned to the autoclave, pressurized with 1100 psi of... The reactants are C1(CCC1)CCCCCCO (6-cyclobutyl-hexan-1-ol), C1(=CC=CC=C1)P(C1=CC=CC=C1)C1=CC=CC=C1 (triphenylphosphine), C1CC(=O)N(C1=O)Br (NBS). Run in CN(C)C=O (DMF). Reaction conditions: temperature 0 celsius, time 30 minute. Yields the product BrCCCCCCC1CCC1 ((6-bromo-hexyl)-cyclobutane). Isolated yield 91.3%. Reaction SMILES: [CH:1]1([CH2:5][CH2:6][CH2:7][CH2:8][CH2:9][CH2:10]O)[CH2:4][CH2:3][CH2:2]1.C1(P(C2C=CC=CC=2)C2C=CC=CC=2)C=CC=CC=1.C1C(=O)N([Br:38])C(=O)C1>CN(C=O)C>[Br:38][CH2:10][CH2:9][CH2:8][CH2:7][CH2:6][CH2:5][CH:1]1[CH2:4][CH2:3][CH2:2]1. Reported procedure: To a solution of 6-cyclobutyl-hexan-1-ol (0.47 g, 3.0 mmol) in DMF (10 mL) was added triphenylphosphine (0.88 g, 3.4 mmol). The solution was cooled to 0° C. and NBS (0.57 g, 3.2 mmol) was added in portions. After stirring for 30 min at room temperature, the reaction was quenched with methanol (0.5 mL). The solution was diluted with ether (60 mL), washed with water, saturated aqueous NaHCO3 and brine successively. The organic layer was dried and concentrated. The residue was purified by flash chr... Starting materials: NC1=C(C(=O)O)C=CC=C1C(F)(F)F (2-amino-3-(trifluoromethyl)benzoic acid), N1C=NC=C1 (imidazole), Cl.NC1C(NC(CC1)=O)=O (3-amino-piperidine-2,6-dione hydrogen chloride), N1C=NC=C1 (imidazole), P(OC1=CC=CC=C1)(OC1=CC=CC=C1)OC1=CC=CC=C1 (triphenyl phosphite), C(C)(=O)Cl (acetyl chloride). The solvent is C(C)#N (acetonitrile), O (water). Reaction conditions: time 8 hour. Product: CC1=NC2=C(C=CC=C2C(N1C1C(NC(CC1)=O)=O)=O)C(F)(F)F (3-(2-methyl-4-oxo-8-trifluoromethyl-4H-quinazolin-3-yl)-piperidine-2,6-dione). The yield is 10.0%. As a reaction SMILES: [NH2:1][C:2]1[C:10]([C:11]([F:14])([F:13])[F:12])=[CH:9][CH:8]=[CH:7][C:3]=1[C:4]([OH:6])=O.N1[CH:19]=[CH:18]N=C1.C(Cl)(=O)C.Cl.[NH2:25][CH:26]1[CH2:31][CH2:30][C:29](=[O:32])[NH:28][C:27]1=[O:33].P(OC1C=CC=CC=1)(OC1C=CC=CC=1)OC1C=CC=CC=1>C(#N)C.O>[CH3:18][C:19]1[N:25]([CH:26]2[CH2:31][CH2:30][C:29](=[O:32])[NH:28][C:27]2=[O:33])[C:4](=[O:6])[C:3]2[C:2](=[C:10]([C:11]([F:14])([F:13])[F:12])[CH:9]=[CH:8][CH:7]=2)[N:1]=1 |f:3.4|. Procedure details: To a stirred mixture of 2-amino-3-(trifluoromethyl)benzoic acid (2.0 g, 9.8 mmol) and imidazole (0.8 g, 12 mmol) in acetonitrile (20 mL), was added acetyl chloride (0.83 mL, 12 mmol) at room temperature. The mixture was stirred at room temperature overnight. To the mixture, was added 3-amino-piperidine-2,6-dione hydrogen chloride (1.6 g, 9.8 mmol), imidazole (1.5 g, 22 mmol) and triphenyl phosphite (3.1 mL, 12 mmol) and heated to reflux for 22 hours. To the mixture, was added water (60 mL). The ...